Dataset: the Open Reaction Database (ORD), a public repository of structured organic reaction records. Task: describe an organic reaction: reactants, conditions, products, and yield Starting materials: [NH2-].[Na+] (sodium amide), N (ammonia), [NH2-].[Na+] (sodium amide), CI (methyl iodide), C1(=CC=CC=C1)SC(C(=O)O)C1=CC(=CC=C1)OC1=CC=CC=C1 (2-phenylthio-2-(3-phenoxyphenyl)acetic acid), Cl (hydrochloric acid). Solvent: C(C)OCC (diethyl ether), O (water), C(C)OCC (diethyl ether). Run at temperature -40 celsius, time 30 minute. The product is C1(=CC=CC=C1)SC(C(=O)O)(C)C1=CC(=CC=C1)OC1=CC=CC=C1 (2-phenylthio-2-(3-phenoxyphenyl)propionic acid). The yield is 96.7%. RXN SMILES: N.[NH2-].[Na+].[C:4]1([S:10][CH:11]([C:15]2[CH:20]=[CH:19][CH:18]=[C:17]([O:21][C:22]3[CH:27]=[CH:26][CH:25]=[CH:24][CH:23]=3)[CH:16]=2)[C:12]([OH:14])=[O:13])[CH:9]=[CH:8][CH:7]=[CH:6][CH:5]=1.[CH3:28]I.Cl>C(OCC)C.O>[C:4]1([S:10][C:11]([C:15]2[CH:20]=[CH:19][CH:18]=[C:17]([O:21][C:22]3[CH:27]=[CH:26][CH:25]=[CH:24][CH:23]=3)[CH:16]=2)([CH3:28])[C:12]([OH:14])=[O:13])[CH:9]=[CH:8][CH:7]=[CH:6][CH:5]=1 |f:1.2|. Procedure: 15 ml of liquid ammonia was charged into a 50 ml flask and 0.2 g (8.7 mmols) of sodium metal was dissolved therein in the presence of a catalytic amount of ferric nitrate thereby forming a liquid ammonia suspension of sodium amide. Thereafter, 1.22 g (3.63 mmols) of 2-phenylthio-2-(3-phenoxyphenyl)acetic acid prepared as described in Example 1 dissolved in 10 ml of diethyl ether was added dropwise to the above suspension of sodium amide. The reaction mixture was then stirred for 30 minutes at a ... Reactants: [Si](C)(C)(C(C)(C)C)OCCCN1C(N(C2=C(C1=O)C(=CS2)C)C)=O (3-(3-(tert-butyldimethylsilyloxy)propyl)-1,5-dimethylthieno[2,3-d]pyrimidine-2,4(1H,3H)-dione), C1CC(=O)N(C1=O)Br (NBS). Run in C(Cl)Cl (DCM), C(Cl)Cl (DCM). Run at temperature 0 celsius, time 2 hour. Product: BrC1=C(C2=C(N(C(N(C2=O)CCCO[Si](C)(C)C(C)(C)C)=O)C)S1)C (6-bromo-3-(3-(tert-butyldimethylsilyloxy) propyl)-1,5-dimethylthieno[2,3-d]pyrimidine-2,4(1H,3H)-dione). Yield: 93.3%. As a reaction SMILES: [Si:1]([O:8][CH2:9][CH2:10][CH2:11][N:12]1[C:17](=[O:18])[C:16]2[C:19]([CH3:22])=[CH:20][S:21][C:15]=2[N:14]([CH3:23])[C:13]1=[O:24])([C:4]([CH3:7])([CH3:6])[CH3:5])([CH3:3])[CH3:2].C1C(=O)N([Br:32])C(=O)C1>C(Cl)Cl>[Br:32][C:20]1[S:21][C:15]2[N:14]([CH3:23])[C:13](=[O:24])[N:12]([CH2:11][CH2:10][CH2:9][O:8][Si:1]([C:4]([CH3:5])([CH3:7])[CH3:6])([CH3:3])[CH3:2])[C:17](=[O:18])[C:16]=2[C:19]=1[CH3:22]. Procedure details: To a solution of 3-(3-(tert-butyldimethylsilyloxy)propyl)-1,5-dimethylthieno[2,3-d]pyrimidine-2,4(1H,3H)-dione (3.0 g, 8.14 mmol) in DCM (30 mL) at 0° C. was added NBS (1.6 g, 8.95 mmol). The reaction was stirred at 0° C. for 2 h then diluted with DCM (100 mL) and washed with water (2×50 mL). The organic layer was dried over Na2SO4 and concentrated to a residue which was purified by chromatography PE/EA (1:1) to give 6-bromo-3-(3-(tert-butyldimethylsilyloxy) propyl)-1,5-dimethylthieno[2,3-d]pyri...